From a dataset of the Open Reaction Database (ORD), a public repository of structured organic reaction records. describe an organic reaction: reactants, conditions, products, and yield The reactants are COC1=C(C(=O)Cl)C=CC=C1 (2-methoxy-benzoyl chloride), NC1=CC=C(C=C1)C(CCC(=O)OC)=O (4-(4-amino-phenyl)-4-oxo-butyric acid, methyl ester). The product is COC1=C(C(=O)NC2=CC=C(C=C2)C(CCC(=O)O)=O)C=CC=C1 (4-[4-(2-methoxy-benzoylamino)-phenyl]-4-oxo-butyric acid). Yield: 63.5%. RXN SMILES: [CH3:1][O:2][C:3]1[CH:11]=[CH:10][CH:9]=[CH:8][C:4]=1[C:5](Cl)=[O:6].[NH2:12][C:13]1[CH:18]=[CH:17][C:16]([C:19](=[O:26])[CH2:20][CH2:21][C:22]([O:24]C)=[O:23])=[CH:15][CH:14]=1>>[CH3:1][O:2][C:3]1[CH:11]=[CH:10][CH:9]=[CH:8][C:4]=1[C:5]([NH:12][C:13]1[CH:14]=[CH:15][C:16]([C:19](=[O:26])[CH2:20][CH2:21][C:22]([OH:24])=[O:23])=[CH:17][CH:18]=1)=[O:6]. Reported procedure: In a manner similar to that described in Example 3, 2-methoxy-benzoyl chloride (0.060 g, 0.00035 mol) was allowed to react with 4-(4-amino-phenyl)-4-oxo-butyric acid, methyl ester (0.052 g, 0.00025 mol), and the resulting intermediate was hydrolyzed to give 0.052 g of 4-[4-(2-methoxy-benzoylamino)-phenyl]-4-oxo-butyric acid as an off-white solid; MS-(AP+) MH+328.